Dataset: the Open Reaction Database (ORD), a public repository of structured organic reaction records. Task: describe an organic reaction: reactants, conditions, products, and yield The reactants are CN(CCNC=1C(=CC2=C(NC(=N2)C2=NN(C=C2NC(N(CC)CC)=O)C2OCCCC2)C1)F)C (3-[3-[6-(2-dimethylaminoethylamino)-5-fluoro-1H-benzimidazol-2-yl]-1-(tetrahydro-pyran-2-yl)-1H-pyrazol-4-yl]-1,1-diethylurea). Run in ClCCl (dichloromethane), FC(C(=O)O)(F)F (trifluoroacetic acid). The product is CN(CCNC=1C(=CC2=C(NC(=N2)C2=NNC=C2NC(N(CC)CC)=O)C1)F)C (3-{3-[6-(2-dimethylaminoethylamino)-5-fluoro-1H-benzimidazol-2-yl]-1H-pyrazol-4-yl}-1,1-diethylurea). Yield: 67.2%. RXN SMILES: [CH3:1][N:2]([CH3:35])[CH2:3][CH2:4][NH:5][C:6]1[C:7]([F:34])=[CH:8][C:9]2[N:13]=[C:12]([C:14]3[C:18]([NH:19][C:20](=[O:26])[N:21]([CH2:24][CH3:25])[CH2:22][CH3:23])=[CH:17][N:16](C4CCCCO4)[N:15]=3)[NH:11][C:10]=2[CH:33]=1>ClCCl.FC(F)(F)C(O)=O>[CH3:35][N:2]([CH3:1])[CH2:3][CH2:4][NH:5][C:6]1[C:7]([F:34])=[CH:8][C:9]2[N:13]=[C:12]([C:14]3[C:18]([NH:19][C:20](=[O:26])[N:21]([CH2:22][CH3:23])[CH2:24][CH3:25])=[CH:17][NH:16][N:15]=3)[NH:11][C:10]=2[CH:33]=1. Procedure: A solution of 18 mg of 3-[3-[6-(2-dimethylaminoethylamino)-5-fluoro-1H-benzimidazol-2-yl]-1-(tetrahydro-pyran-2-yl)-1H-pyrazol-4-yl]-1,1-diethylurea in 1 mL of dichloromethane and 500 μL of trifluoroacetic acid are stirred for 72 hours at ambient temperature. After evaporation of the solvent under vacuum in a rotary evaporator, the reaction crude is purified by flash chromatography on an Analogix RS-4 cartridge with an eluent of 100% dichloromethane to 90/10 dichloromethane/ammoniacal methanol. ... Product: OCCOc1ncnc2c(N3CCOCC3)nc(N3CCNCC3)nc12. RXN SMILES: [CH2:22]1[CH2:23][NH:24][CH2:25][CH2:26][NH:27]1.[Cl:1][c:2]1[n:3][c:4]([N:16]2[CH2:17][CH2:18][O:19][CH2:20][CH2:21]2)[c:5]2[c:6]([n:7]1)[c:8]([O:12][CH2:13][CH2:14][OH:15])[n:9][cH:10][n:11]2>>[c:2]1([N:24]2[CH2:23][CH2:22][NH:27][CH2:26][CH2:25]2)[n:3][c:4]([N:16]2[CH2:17][CH2:18][O:19][CH2:20][CH2:21]2)[c:5]2[c:6]([n:7]1)[c:8]([O:12][CH2:13][CH2:14][OH:15])[n:9][cH:10][n:11]2. Reactants: C1CNCCN1, OCCOc1ncnc2c(N3CCOCC3)nc(Cl)nc12.